This data is from the Open Reaction Database (ORD), a public repository of structured organic reaction records. The task is: describe an organic reaction: reactants, conditions, products, and yield Reactants: O=C([O-])[O-], CCOC(C)=O, Cc1cc(C)c(C)c(Oc2[nH]c(=O)[nH]c(=O)c2C(C)C)c1, COc1ccc(CNc2cc(COS(C)(=O)=O)cc(F)n2)cc1, [I-], [K+], [K+], [Li+], CN(C)C=O. The product is COc1ccc(CNc2cc(Cn3c(Oc4cc(C)cc(C)c4C)c(C(C)C)c(=O)[nH]c3=O)cc(F)n2)cc1. Reaction SMILES: [C:22](=[O:23])([O-:24])[O-:25].[CH3:58][CH2:59][O:60][C:61](=[O:62])[CH3:63].[CH:1]([CH3:2])([CH3:3])[c:4]1[c:5](=[O:21])[nH:6][c:7](=[O:20])[nH:8][c:9]1[O:10][c:11]1[c:12]([CH3:19])[c:13]([CH3:18])[cH:14][c:15]([CH3:17])[cH:16]1.[F:28][c:29]1[n:30][c:31]([NH:41][CH2:42][c:43]2[cH:44][cH:45][c:46]([O:49][CH3:50])[cH:47][cH:48]2)[cH:32][c:33]([CH2:35][O:36][S:37]([CH3:38])(=[O:39])=[O:40])[cH:34]1.[I-:51].[K+:26].[K+:27].[Li+:52].[O:53]=[CH:54][N:55]([CH3:56])[CH3:57]>>[CH:1]([CH3:2])([CH3:3])[c:4]1[c:5](=[O:21])[nH:6][c:7](=[O:20])[n:8]([CH2:35][c:33]2[cH:32][c:31]([NH:41][CH2:42][c:43]3[cH:44][cH:45][c:46]([O:49][CH3:50])[cH:47][cH:48]3)[n:30][c:29]([F:28])[cH:34]2)[c:9]1[O:10][c:11]1[c:12]([CH3:19])[c:13]([CH3:18])[cH:14][c:15]([CH3:17])[cH:16]1. The reactants are CO, COC(=O)c1ccc(CC(NC=O)c2cccnc2)cc1, [Na+], C1COCCO1, O=C([O-])O, O=S(=O)(O)O. The product is COC(=O)c1ccc(CC(N)c2cccnc2)cc1. RXN SMILES: [CH3:38][OH:39].[CH:1](=[O:2])[NH:3][CH:4]([CH2:5][c:6]1[cH:7][cH:8][c:9]([C:10](=[O:11])[O:12][CH3:13])[cH:14][cH:15]1)[c:16]1[cH:17][n:18][cH:19][cH:20][cH:21]1.[Na+:27].[O:32]1[CH2:33][CH2:34][O:35][CH2:36][CH2:37]1.[OH:28][C:29](=[O:30])[O-:31].[S:22](=[O:23])(=[O:24])([OH:25])[OH:26]>>[NH2:3][CH:4]([CH2:5][c:6]1[cH:7][cH:8][c:9]([C:10](=[O:11])[O:12][CH3:13])[cH:14][cH:15]1)[c:16]1[cH:17][n:18][cH:19][cH:20][cH:21]1. Starting materials: CS(=O)(=O)Cl (methanesulfonyl chloride), FC1=CC=C(C(CC2CN(CC2)CCO)=O)C=C1 (3-(4-Fluorophenacyl)-1-(2-hydroxyethyl)pyrrolidine), C(CC(=O)C)(=O)OCC (ethyl acetoacetate), [H-].[Na+] (sodium hydride). Run in O (water), O1CCCC1 (tetrahydrofuran), O1CCCC1 (tetrahydrofuran). Run at temperature 15 celsius, time 3 hour. Yields the product C(C)(=O)C(C(=O)OCC)CCN1CC(CC1)CC(=O)C1=CC=C(C=C1)F (Ethyl 2-acetyl-4-[3-(4-fluorophenacyl)-1-pyrrolidinyl]butyrate). RXN SMILES: CS(Cl)(=O)=O.[F:6][C:7]1[CH:23]=[CH:22][C:10]([C:11](=[O:21])[CH2:12][CH:13]2[CH2:17][CH2:16][N:15]([CH2:18][CH2:19]O)[CH2:14]2)=[CH:9][CH:8]=1.[C:24]([O:30][CH2:31][CH3:32])(=[O:29])[CH2:25][C:26]([CH3:28])=[O:27].[H-].[Na+]>O1CCCC1.O>[C:26]([CH:25]([CH2:19][CH2:18][N:15]1[CH2:16][CH2:17][CH:13]([CH2:12][C:11]([C:10]2[CH:22]=[CH:23][C:7]([F:6])=[CH:8][CH:9]=2)=[O:21])[CH2:14]1)[C:24]([O:30][CH2:31][CH3:32])=[O:29])(=[O:27])[CH3:28] |f:3.4|. Procedure details: A solution of 3.88 g of methanesulfonyl chloride is added at 0° C. to a suspension of 8.5 g of the product obtained in Stage A in 100 ml of tetrahydrofuran. The mixture is left stirring for 3 hours at 15° C., and this suspension is then added to a solution, cooled to 0° C., of 4.4 g of ethyl acetoacetate containing 1.63 g of sodium hydride in 100 ml of tetrahydrofuran. The mixture is then brought to reflux for 12 hours, hydrolyzed with 5 ml of water and concentrated, and the residue is take up i... Reactants: [OH-].[K+] (KOH), C(C)(=O)O (acetic acid), ice, C(C1=CC=CC=C1)OC(C(=O)NC(=O)NC(=O)N)C (2-benzyloxy-N-ureidocarbonyl-propionamide). The solvent is O (water), O (water). Reaction conditions: time 1 hour. Yields the product C(C1=CC=CC=C1)OC(C)C1=NC(NC(N1)=O)=O (6-(1-benzyloxy-ethyl)-1H-[1,3,5]triazine-2,4-dione). Isolated yield 74.0%. RXN SMILES: [CH2:1]([O:8][CH:9]([CH3:19])[C:10]([NH:12][C:13]([NH:15][C:16]([NH2:18])=[O:17])=[O:14])=O)[C:2]1[CH:7]=[CH:6][CH:5]=[CH:4][CH:3]=1.[OH-].[K+].C(O)(=O)C>O>[CH2:1]([O:8][CH:9]([C:10]1[NH:12][C:13](=[O:14])[NH:15][C:16](=[O:17])[N:18]=1)[CH3:19])[C:2]1[CH:7]=[CH:6][CH:5]=[CH:4][CH:3]=1 |f:1.2|. Procedure details: To an ice-cold suspension of 2-benzyloxy-N-ureidocarbonyl-propionamide (9.4 mmol, 2.5 g) in water (15 mL) was added KOH (28 mmol, 1.6 g) in water (10 mL). The reaction temperature was slowly raised to room temperature, and the reaction was allowed to stir for 1 h. Sufficient acetic acid was added to adjust the pH of the reaction to 5, and the resulting cloudy solution was extracted with chloroform (3×20 mL). The chloroform layer was collected, dried, filtered and the filtrate was concentrated to... Reactants: C(C1=CC=CC=C1)OC1=CC=C(C=C1)CC1C(C(F)(F)F)(O1)OC (4-(4-benzyloxyphenyl)-2-methoxy-1,1,1-trifluoro-2,3-epoxy-butane). The reagents and catalysts are [OH-].[OH-].[Pd+2] (palladium hydroxide/carbon). Run in C(C)(=O)OCC (ethyl acetate). Product: OC1=CC=C(C=C1)CC1C(C(F)(F)F)(O1)OC (4-(4-Hydroxyphenyl)-2-methoxy-1,1,1-trifluoro-2,3-epoxy-butane). Isolated yield 99.4%. Reaction SMILES: C([O:8][C:9]1[CH:14]=[CH:13][C:12]([CH2:15][CH:16]2[O:22][C:17]2([O:23][CH3:24])[C:18]([F:21])([F:20])[F:19])=[CH:11][CH:10]=1)C1C=CC=CC=1>C(OCC)(=O)C.[OH-].[OH-].[Pd+2]>[OH:8][C:9]1[CH:10]=[CH:11][C:12]([CH2:15][CH:16]2[O:22][C:17]2([O:23][CH3:24])[C:18]([F:19])([F:20])[F:21])=[CH:13][CH:14]=1 |f:2.3.4|. Procedure: A solution of (2S*, 3R*)-4-(4-benzyloxyphenyl)-2-methoxy-1,1,1-trifluoro-2,3-epoxy-butane (957 mg, 2.8 mmol) in ethyl acetate (30 ml) was hydrogenated at atmospheric pressure over palladium hydroxide/carbon (20%, 290 mg) for 1 hour. The mixture was filtered through celite and washed with ethyl acetate. The filtrate was concentrated in vacuo and chromatographed on silica gel (hexane:ethyl acetate=7:1-5:1) to give the title compound (691 mg, 97%) as a colorless oil. The reactants are CO, CCOC(=O)N1CCN(CCOC(c2ccccc2)c2ccccc2)CC1, [K+], [OH-], O. Product: c1ccc(C(OCCN2CCNCC2)c2ccccc2)cc1. As a reaction SMILES: [CH3:31][OH:32].[CH:1]([c:2]1[cH:3][cH:4][cH:5][cH:6][cH:7]1)([c:8]1[cH:9][cH:10][cH:11][cH:12][cH:13]1)[O:14][CH2:15][CH2:16][N:17]1[CH2:18][CH2:19][N:20]([C:23]([O:24][CH2:25][CH3:26])=[O:27])[CH2:21][CH2:22]1.[K+:30].[OH-:29].[OH2:28]>>[CH:1]([c:2]1[cH:3][cH:4][cH:5][cH:6][cH:7]1)([c:8]1[cH:9][cH:10][cH:11][cH:12][cH:13]1)[O:14][CH2:15][CH2:16][N:17]1[CH2:18][CH2:19][NH:20][CH2:21][CH2:22]1.